This data is from the Open Reaction Database (ORD), a public repository of structured organic reaction records. The task is: describe an organic reaction: reactants, conditions, products, and yield Reactants: C(C)(C)(C)OC(NC=1C=C2C=CN(C(C2=CC1F)=O)C1=CC=C(C=C1)[N+](=O)[O-])=O ([7-Fluoro-2-(4-nitro-phenyl)-1-oxo-1,2-dihydro-isoquinolin-6-yl]-carbamic acid tert-butyl ester), C([O-])([O-])=O.[Cs+].[Cs+] (cesium carbonate), CI (methyl iodide). Run in CN(C)C=O (DMF). Run at time 3.5 hour. Product: C(C)(C)(C)OC(N(C)C=1C=C2C=CN(C(C2=CC1F)=O)C1=CC=C(C=C1)[N+](=O)[O-])=O ([7-Fluoro-2-(4-nitro-phenyl)-1-oxo-1,2-dihydro-isoquinolin-6-yl]-methyl-carbamic acid tert-butyl ester). Isolated yield 91.4%. As a reaction SMILES: [C:1]([O:5][C:6](=[O:29])[NH:7][C:8]1[CH:9]=[C:10]2[C:15](=[CH:16][C:17]=1[F:18])[C:14](=[O:19])[N:13]([C:20]1[CH:25]=[CH:24][C:23]([N+:26]([O-:28])=[O:27])=[CH:22][CH:21]=1)[CH:12]=[CH:11]2)([CH3:4])([CH3:3])[CH3:2].[C:30](=O)([O-])[O-].[Cs+].[Cs+].CI>CN(C=O)C>[C:1]([O:5][C:6](=[O:29])[N:7]([C:8]1[CH:9]=[C:10]2[C:15](=[CH:16][C:17]=1[F:18])[C:14](=[O:19])[N:13]([C:20]1[CH:25]=[CH:24][C:23]([N+:26]([O-:28])=[O:27])=[CH:22][CH:21]=1)[CH:12]=[CH:11]2)[CH3:30])([CH3:4])([CH3:2])[CH3:3] |f:1.2.3|. Procedure: To a solution of [7-Fluoro-2-(4-nitro-phenyl)-1-oxo-1,2-dihydro-isoquinolin-6-yl]-carbamic acid tert-butyl ester (0.36 g, 0.9 mmol) in dry DMF (9 mL) was added cesium carbonate (1.04 g, 3.19 mmol) followed by neat methyl iodide (0.064 mL, 1.03 mmol). The mixture was stirred at room temperature for 3.5 hr, extracted into ethyl acetate (150 mL), washed with water (2×50 mL) and brine (50 mL), dried over sodium sulfate, filtered, concentrated in vacuo and dried to give 0.34 g (93%) of pure [7-Fluoro... Starting materials: C1CCOC1, C[Mg]Cl, N#CC=C1c2ccccc2CCc2cc(C=O)ccc21, [Cl-], [NH4+]. Product: CC(O)c1ccc2c(c1)CCc1ccccc1C2=CC#N. Reaction SMILES: [CH2:26]1[O:27][CH2:28][CH2:29][CH2:30]1.[CH3:21][Mg:22][Cl:23].[CH:1](=[O:2])[c:3]1[cH:4][c:5]2[c:6]([cH:19][cH:20]1)[C:7](=[CH:16][C:17]#[N:18])[c:8]1[c:9]([cH:12][cH:13][cH:14][cH:15]1)[CH2:10][CH2:11]2.[Cl-:24].[NH4+:25]>>[CH:1]([OH:2])([c:3]1[cH:4][c:5]2[c:6]([cH:19][cH:20]1)[C:7](=[CH:16][C:17]#[N:18])[c:8]1[c:9]([cH:12][cH:13][cH:14][cH:15]1)[CH2:10][CH2:11]2)[CH3:21]. Reactants: NC(=O)C=1C=C2C=CC(=CC2=CC1)C(=O)OC (6-(Aminocarbonyl)-2-naphthalenecarboxylic acid, methyl ester), O (water). The solvent is P(=O)(OC)(OC)OC (trimethyl phosphate). Reaction conditions: time 20 minute. Product: C(#N)C=1C=C2C=CC(=CC2=CC1)C(=O)OC (6-Cyano-2-naphthalenecarboxylic acid, methyl ester). Isolated yield 92.2%. Reaction SMILES: [NH2:1][C:2]([C:4]1[CH:5]=[C:6]2[C:11](=[CH:12][CH:13]=1)[CH:10]=[C:9]([C:14]([O:16][CH3:17])=[O:15])[CH:8]=[CH:7]2)=O.O>P(OC)(OC)(OC)=O>[C:2]([C:4]1[CH:5]=[C:6]2[C:11](=[CH:12][CH:13]=1)[CH:10]=[C:9]([C:14]([O:16][CH3:17])=[O:15])[CH:8]=[CH:7]2)#[N:1]. Procedure: A suspension of Example 8C (31 g, 135 mmole) in trimethyl phosphate (450 mL) was treated with triphosgenie (27 g, 136 mmole), stirred for 20 min at room temperature and heated in an oil bath at 80° C. for 1 h. The product precipated from the solution while cooling to room temperature. The thick slutty was treated with water and filtered, and the white solid was thoroughly washed with water and dried under vacuum to provide 26.3 g of the title compound. Starting materials: COC1=CC=C(C=C1)C(C1=CC=C(C=C1)OC)NC1=C2N=CN(C2=NC(=N1)Cl)[C@H]1[C@@H]([C@@H]([C@H](C1)NC(CC)=O)O)O (N-[(1S,2R,3S,4R)-4-(6-{[Bis-(4-methoxy-phenyl)-methyl]-amino}-2-chloro-purin-9-yl)-2,3-dihydroxy-cyclopentyl]-propionamide), O.NN (hydrazine monohydrate), C(C)(C)O (isopropyl alcohol). The solvent is O (water). Run at time 12 hour. The product is COC1=CC=C(C=C1)C(C1=CC=C(C=C1)OC)NC1=C2N=CN(C2=NC(=N1)NN)[C@H]1[C@@H]([C@@H]([C@H](C1)NC(CC)=O)O)O (N-[(1S,2R,3S,4R)-4-(6-{[Bis-(4-methoxy-phenyl)-methyl]-amino}-2-hydrazino-purin-9-yl)-2,3-dihydroxy-cyclopentyl]-propionamide). RXN SMILES: [CH3:1][O:2][C:3]1[CH:8]=[CH:7][C:6]([CH:9]([NH:18][C:19]2[N:27]=[C:26](Cl)[N:25]=[C:24]3[C:20]=2[N:21]=[CH:22][N:23]3[C@@H:29]2[CH2:33][C@H:32]([NH:34][C:35](=[O:38])[CH2:36][CH3:37])[C@@H:31]([OH:39])[C@H:30]2[OH:40])[C:10]2[CH:15]=[CH:14][C:13]([O:16][CH3:17])=[CH:12][CH:11]=2)=[CH:5][CH:4]=1.O.[NH2:42][NH2:43].C(O)(C)C>O>[CH3:1][O:2][C:3]1[CH:8]=[CH:7][C:6]([CH:9]([NH:18][C:19]2[N:27]=[C:26]([NH:42][NH2:43])[N:25]=[C:24]3[C:20]=2[N:21]=[CH:22][N:23]3[C@@H:29]2[CH2:33][C@H:32]([NH:34][C:35](=[O:38])[CH2:36][CH3:37])[C@@H:31]([OH:39])[C@H:30]2[OH:40])[C:10]2[CH:15]=[CH:14][C:13]([O:16][CH3:17])=[CH:12][CH:11]=2)=[CH:5][CH:4]=1 |f:1.2|. Procedure details: A mixture comprising N-[(1S,2R,3S,4R)-4-(6-{[Bis-(4-methoxy-phenyl)-methyl]-amino}-2-chloro-purin-9-yl)-2,3-dihydroxy-cyclopentyl]-propionamide (1.6 g, 2.82 mmol), and hydrazine monohydrate (14 ml) is stirred at room temperature for 72 h. Then isopropyl alcohol (10 ml) is added and the solvent was decanted off to afford a gummy mixture. It is dissolved in water (10 ml) and stirred for 12 h. The fine solid obtained is filtered, washed with water and dried in vacuo to afford the title product whic... Reactants: CCOC(=O)Cc1c(C)[nH]c2ccc(OC)cc12, CCCCCCCCI. Product: CCCCCCCCn1c(C)c(CC(=O)OCC)c2cc(OC)ccc21. As a reaction SMILES: [CH2:1]([CH3:2])[O:3][C:4]([CH2:5][c:6]1[c:7]([CH3:17])[nH:8][c:9]2[cH:10][cH:11][c:12]([O:15][CH3:16])[cH:13][c:14]12)=[O:18].[I:19][CH2:20][CH2:21][CH2:22][CH2:23][CH2:24][CH2:25][CH2:26][CH3:27]>>[CH2:1]([CH3:2])[O:3][C:4]([CH2:5][c:6]1[c:7]([CH3:17])[n:8]([CH2:20][CH2:21][CH2:22][CH2:23][CH2:24][CH2:25][CH2:26][CH3:27])[c:9]2[cH:10][cH:11][c:12]([O:15][CH3:16])[cH:13][c:14]12)=[O:18]. Starting materials: C(C)I (Ethyl iodide), C(C)(=O)O[C@H]1C=CO[C@H]([C@@H]1OC(C)=O)C (3,4-di-O-acetyl-6-deoxy-L-glucal), [OH-].[Na+] (NaOH), CS(=O)C (DMSO). Reagents/catalysts: S(=O)(=O)(O)[O-].C(CCC)[N+](CCCC)(CCCC)CCCC (tetrabutylammonium hydrogen sulfate). Conditions: time 66 hour. The product is C(C)O[C@H]1C=CO[C@H]([C@@H]1OCC)C (3,4-Di-O-ethyl-6-deoxy-L-glucal). Isolated yield 8.6%. RXN SMILES: C(I)C.[C:4]([O:7][C@@H:8]1[C@@H:13]([O:14][C:15](=O)[CH3:16])[C@H:12]([CH3:18])[O:11][CH:10]=[CH:9]1)(=O)[CH3:5].[OH-].[Na+].CS(C)=O>S([O-])(O)(=O)=O.C([N+](CCCC)(CCCC)CCCC)CCC>[CH2:4]([O:7][C@@H:8]1[C@@H:13]([O:14][CH2:15][CH3:16])[C@H:12]([CH3:18])[O:11][CH:10]=[CH:9]1)[CH3:5] |f:2.3,5.6|. Procedure: Ethyl iodide (32 mL, 0.40 mol), 3,4-di-O-acetyl-6-deoxy-L-glucal (4.28 g, 0.20 mol), 50% aqueous NaOH (43 mL, 0.81 mol) and DMSO (11.4 mL, 0.16 mol) were added sequentially to a 300-mL round-bottom, three-neck flask equipped with an overhead stirrer. Stirring was begun and tetrabutylammonium hydrogen sulfate (2.04 g, 0.006 mol) added in a single portion. Stirring was continued for 66 h. The mixture was partitioned between water and Et2O. The aqueous layer was extracted twice with Et2O (20 mL) an...